Dataset: the Open Reaction Database (ORD), a public repository of structured organic reaction records. Task: describe an organic reaction: reactants, conditions, products, and yield Reactants: B, B, CC(C)(C#N)c1ccccc1Br, C1CCOC1, O=C(O)C(F)(F)F. Product: CC(C)(CN)c1ccccc1Br. As a reaction SMILES: [BH3:13].[BH3:14].[Br:1][c:2]1[c:3]([C:8]([C:9]#[N:10])([CH3:11])[CH3:12])[cH:4][cH:5][cH:6][cH:7]1.[CH2:22]1[O:23][CH2:24][CH2:25][CH2:26]1.[OH:15][C:16]([C:17]([F:18])([F:19])[F:20])=[O:21]>>[Br:1][c:2]1[c:3]([C:8]([CH2:9][NH2:10])([CH3:11])[CH3:12])[cH:4][cH:5][cH:6][cH:7]1.